From a dataset of the Open Reaction Database (ORD), a public repository of structured organic reaction records. describe an organic reaction: reactants, conditions, products, and yield The reactants are ClC1=CC=C(C=2N(C(=NC21)NC=2C(=CC(=NC2)N(C)C)C)CC=C)C(CC)CC (N5-[4-chloro-7-(1-ethylpropyl)-1-prop-2-en-1-yl-1H-benzimidazol-2-yl]-N2,N2,4-trimethylpyridine-2,5-diamine), B.O1CCCC1 (borane tetrahydrofuran), O.O.O.O.B([O-])([O-])O[O-].[Na+].[Na+].[Na+] (sodium peroxyborate tetrahydrate), O (water), B.O1CCCC1 (borane tetrahydrofuran), O (Water), B.O1CCCC1 (borane tetrahydrofuran). Solvent: O1CCCC1 (tetrahydrofuran). Conditions: time 2 hour. The product is ClC1=CC=C(C=2N(C(=NC21)NC=2C=NC(=CC2C)N(C)C)CC(C)O)C(CC)CC (1-[4-Chloro-2-{[6-(dimethylamino)-4-methylpyridin-3-yl]amino}-7-(1-ethylpropyl)-1H-benzimidazol-1-yl]propan-2-ol). Yield: 53.5%. Reaction SMILES: [Cl:1][C:2]1[C:10]2[N:9]=[C:8]([NH:11][C:12]3[C:13]([CH3:21])=[CH:14][C:15]([N:18]([CH3:20])[CH3:19])=[N:16][CH:17]=3)[N:7]([CH2:22][CH:23]=[CH2:24])[C:6]=2[C:5]([CH:25]([CH2:28][CH3:29])[CH2:26][CH3:27])=[CH:4][CH:3]=1.B.[O:31]1CCCC1.O.O.O.O.B(O[O-])([O-])[O-].[Na+].[Na+].[Na+].O>O1CCCC1>[Cl:1][C:2]1[C:10]2[N:9]=[C:8]([NH:11][C:12]3[CH:17]=[N:16][C:15]([N:18]([CH3:19])[CH3:20])=[CH:14][C:13]=3[CH3:21])[N:7]([CH2:22][CH:23]([OH:31])[CH3:24])[C:6]=2[C:5]([CH:25]([CH2:26][CH3:27])[CH2:28][CH3:29])=[CH:4][CH:3]=1 |f:1.2,3.4.5.6.7.8.9.10|. Reported procedure: To a solution of N5-[4-chloro-7-(1-ethylpropyl)-1-prop-2-en-1-yl-1H-benzimidazol-2-yl]-N2,N2,4-trimethylpyridine-2,5-diamine (41 mg, 0.100 mmol) in tetrahydrofuran (1.0 mL) was added borane-tetrahydrofuran complex (1.18 M solution in tetrahydrofuran, 0.17 mL, 0.200 mmol) at 0° C. After 2 hr, additional borane-tetrahydrofuran complex (1.18 M solution in tetrahydrofuran, 0.17 mL, 0.200 mmol) was added to the mixture. After 1 hr, additional borane-tetrahydrofuran complex (1.18 M solution in tetrahy... The reactants are methanolic solution, [OH-].[Na+] (sodium hydroxide), C(CCCCCC)C1=CC(=NN1)C(=O)OCC (ethyl 5-n-heptylpyrazole-3-carboxylate). Run in O (water). Yields the product C(CCCCCC)C1=CC(=NN1)C(=O)O (5-n-heptylpyrazole-3-carboxylic acid). Yield: 75.2%. As a reaction SMILES: [OH-].[Na+].[CH2:3]([C:10]1[NH:14][N:13]=[C:12]([C:15]([O:17]CC)=[O:16])[CH:11]=1)[CH2:4][CH2:5][CH2:6][CH2:7][CH2:8][CH3:9]>O>[CH2:3]([C:10]1[NH:14][N:13]=[C:12]([C:15]([OH:17])=[O:16])[CH:11]=1)[CH2:4][CH2:5][CH2:6][CH2:7][CH2:8][CH3:9] |f:0.1|. Procedure details: Into 81 ml of a 5% methanolic solution of sodium hydroxide, 20.0 g (0.084 mol) of ethyl 5-n-heptylpyrazole-3-carboxylate obtained in Example 1 was dissolved, and the solution was heated for 5 hours under a reflux condenser. After cooling the reaction mixture water was added, then methanol was distilled off under a reduced pressure, and the residue was acidified (pH of about 2) with concentrated hydrochloric acid. The deposited white precipitate was collected by filtration and recrystallized from... The reactants are ClC=1C=NN(C1C=1C=C(OC1C)C(=O)N[C@@H](CC1=CC(=C(C=C1)F)F)CN1C(C2=CC=CC=C2C1=O)=O)C (4-(4-chloro-1-methyl-1H-pyrazol-5-yl)-N-{(1S)-2-(3,4-difluorophenyl)-1-[(1,3-dioxo-1,3-dihydro-2H-isoindol-2-yl)methyl]ethyl}-5-methyl-2-furancarboxamide), NN (hydrazine). Run in CO (methanol). Reaction conditions: time 12 hour. Yields the product NC[C@H](CC1=CC(=C(C=C1)F)F)NC(=O)C=1OC(=C(C1)C1=C(C=NN1C)Cl)C (N-{(1S)-2-amino-1-[(3,4-difluorophenyl)methyl]ethyl}-4-(4-chloro-1-methyl-1H-pyrazol-5-yl)-5-methyl-2-furancarboxamide). RXN SMILES: [Cl:1][C:2]1[CH:3]=[N:4][N:5]([CH3:38])[C:6]=1[C:7]1[CH:8]=[C:9]([C:13]([NH:15][C@H:16]([CH2:26][N:27]2C(=O)C3C(=CC=CC=3)C2=O)[CH2:17][C:18]2[CH:23]=[CH:22][C:21]([F:24])=[C:20]([F:25])[CH:19]=2)=[O:14])[O:10][C:11]=1[CH3:12].NN>CO>[NH2:27][CH2:26][C@@H:16]([NH:15][C:13]([C:9]1[O:10][C:11]([CH3:12])=[C:7]([C:6]2[N:5]([CH3:38])[N:4]=[CH:3][C:2]=2[Cl:1])[CH:8]=1)=[O:14])[CH2:17][C:18]1[CH:23]=[CH:22][C:21]([F:24])=[C:20]([F:25])[CH:19]=1. Procedure: To a solution of 4-(4-chloro-1-methyl-1H-pyrazol-5-yl)-N-{(1S)-2-(3,4-difluorophenyl)-1-[(1,3-dioxo-1,3-dihydro-2H-isoindol-2-yl)methyl]ethyl}-5-methyl-2-furancarboxamide (210 mg, 0.39 mmol) in methanol (5 ml) at 25° C. was added hydrazine (0.02 ml, 0.78 mmol) dropwise. After 12 h, the solution was concentrated, dry loaded onto silica and purified by column chromatography (5% MeOH in DCM (1% NH4OH)). The free base was converted to the HCl salt by addition of excess 4M HCl in dioxane (1 ml) to th... Starting materials: Cl.[N+](=O)([O-])C1=CC=C(CCN2CC3=CC(=C(C=C3CC2)OC)OC)C=C1 (N-(4-Nitrophenethyl)-1,2,3,4-tetrahydro-6,7-dimethoxyisoquinoline hydrochloride), Cl (HCl). The reagents and catalysts are [Pd] (Pd/C). Run in CO (methanol). Conditions: time 8 hour. Yields the product Cl.Cl.NC1=CC=C(CCN2CC3=CC(=C(C=C3CC2)OC)OC)C=C1 (N-(4-aminophenethyl)-1,2,3,4-tetrahydro-6,7-dimethoxyisoquinoline dihydrochloride). The yield is 178.5%. As a reaction SMILES: [ClH:1].[N+:2]([C:5]1[CH:26]=[CH:25][C:8]([CH2:9][CH2:10][N:11]2[CH2:20][CH2:19][C:18]3[C:13](=[CH:14][C:15]([O:23][CH3:24])=[C:16]([O:21][CH3:22])[CH:17]=3)[CH2:12]2)=[CH:7][CH:6]=1)([O-])=O.Cl>CO.[Pd]>[ClH:1].[ClH:1].[NH2:2][C:5]1[CH:6]=[CH:7][C:8]([CH2:9][CH2:10][N:11]2[CH2:20][CH2:19][C:18]3[C:13](=[CH:14][C:15]([O:23][CH3:24])=[C:16]([O:21][CH3:22])[CH:17]=3)[CH2:12]2)=[CH:25][CH:26]=1 |f:0.1,5.6.7|. Reported procedure: N-(4-Nitrophenethyl)-1,2,3,4-tetrahydro-6,7-dimethoxyisoquinoline hydrochloride (14.1 g, 0.037 m) was dissolved in methanol (500 ml) containing 10 ml of conc HCl and hydrogenated in a Parr apparatus over 5% Pd/C catalyst (1.5 g) at 40 psi for 1 hour. The catalyst was removed by filtration and the solvent volume reduced to ca 150 ml at an aspirator. Ethanol (100 ml) and ether (50 ml) were added and the mixture was hot filtered and allowed to stand overnight. The crystallized solid was collected b... Starting materials: ClC1=CC(=C(N=N1)C1=CC=C(C=C1)OC)C1=CC=CC=C1 (6-chloro-3-(4-methoxyphenyl)-4-phenylpyridazine), FC1=C(C(=C(C(=C1F)F)F)F)O (2,3,4,5,6-pentafluorophenol). The product is COC1=CC=C(C=C1)C=1N=NC(=CC1C1=CC=CC=C1)OC1=C(C(=C(C(=C1F)F)F)F)F (3-(4-methoxyphenyl)-6-(2,3,4,5,6-pentafluorophenoxy)-4-phenylpyridazine), powder. The yield is 30.5%. RXN SMILES: Cl[C:2]1[N:7]=[N:6][C:5]([C:8]2[CH:13]=[CH:12][C:11]([O:14][CH3:15])=[CH:10][CH:9]=2)=[C:4]([C:16]2[CH:21]=[CH:20][CH:19]=[CH:18][CH:17]=2)[CH:3]=1.[F:22][C:23]1[C:28]([F:29])=[C:27]([F:30])[C:26]([F:31])=[C:25]([F:32])[C:24]=1[OH:33]>>[CH3:15][O:14][C:11]1[CH:12]=[CH:13][C:8]([C:5]2[N:6]=[N:7][C:2]([O:33][C:24]3[C:25]([F:32])=[C:26]([F:31])[C:27]([F:30])=[C:28]([F:29])[C:23]=3[F:22])=[CH:3][C:4]=2[C:16]2[CH:21]=[CH:20][CH:19]=[CH:18][CH:17]=2)=[CH:9][CH:10]=1. Procedure details: In a similar manner as in Example 2, 6-chloro-3-(4-methoxyphenyl)-4-phenylpyridazine (200 mg, 0.675 mmol) and 2,3,4,5,6-pentafluorophenol were reacted as starting materials at 150° C. for 48 hours and post-treatment was then conducted, whereby the title compound was obtained as a colorless crystalline powder (91.2 mg, 30.5%). Melting point: 133.1-133.9° C. (ethyl acetate-hexane). Reactants: solid, Cl.Cl.O1C=C(C=C2C1=CC=C2)C2N(CCCC2)CC[C@@H]2CC[C@H](CC2)N (trans-4-[2-(4-benzofuran-3-yl-piperidin-1-yl)-ethyl]-cyclohexylamine dihydrochloride), Cl.Cl.O1C=C(C=C2C1=CC=C2)C2N(CCCC2)CC[C@@H]2CC[C@H](CC2)N (trans-4-[2-(4-benzofuran-3-yl-piperidin-1-yl)-ethyl]-cyclohexylamine dihydrochloride), C1(CC1)CC(=O)O (2-cyclopropyl-acetic acid). Yields the product O1C=C(C=C2C1=CC=C2)C2N(CCCC2)CC[C@@H]2CC[C@H](CC2)NC(CC2CC2)=O (trans-N-{4-[2-(4-Benzofuran-3-yl-piperidin-1-yl)-ethyl]-cyclohexyl}-2-cyclopropyl-acetamide). RXN SMILES: Cl.Cl.[O:3]1[C:8]2=[CH:9][CH:10]=[CH:11][C:7]2=[CH:6][C:5]([CH:12]2[CH2:17][CH2:16][CH2:15][CH2:14][N:13]2[CH2:18][CH2:19][C@H:20]2[CH2:25][CH2:24][C@H:23]([NH2:26])[CH2:22][CH2:21]2)=[CH:4]1.[CH:27]1([CH2:30][C:31](O)=[O:32])[CH2:29][CH2:28]1>>[O:3]1[C:8]2=[CH:9][CH:10]=[CH:11][C:7]2=[CH:6][C:5]([CH:12]2[CH2:17][CH2:16][CH2:15][CH2:14][N:13]2[CH2:18][CH2:19][C@H:20]2[CH2:21][CH2:22][C@H:23]([NH:26][C:31](=[O:32])[CH2:30][CH:27]3[CH2:29][CH2:28]3)[CH2:24][CH2:25]2)=[CH:4]1 |f:0.1.2|. Procedure details: The title compound, light yellow solid (74 mg, 73%), MS (ISP) m/z=409.4 [(M+H)+], mp 165° C., was prepared in accordance with the general method of example 1 from trans-4-[2-(4-benzofuran-3-yl-piperidin-1-yl)-ethyl]-cyclohexylamine dihydrochloride (intermediate A) (100 mg, 0.25 mmol) and 2-cyclopropyl-acetic acid.